From a dataset of the Open Reaction Database (ORD), a public repository of structured organic reaction records. describe an organic reaction: reactants, conditions, products, and yield The product is COC(=O)C=C(C)C=O. Reactants: COC(=O)C=O, CO, CNCC(=O)O, CC(=O)OC(C)=O, CCC=O. As a reaction SMILES: [C:5]([CH:6]=[O:7])(=[O:8])[O:9][CH3:10].[CH3:11][OH:12].[CH3:13][NH:14][CH2:15][C:16](=[O:17])[OH:18].[CH3:19][C:20]([O:21][C:22](=[O:23])[CH3:24])=[O:25].[CH:1]([CH2:2][CH3:3])=[O:4]>>[CH:1]([C:2]([CH3:3])=[CH:6][C:5](=[O:8])[O:9][CH3:10])=[O:4].